This data is from the Open Reaction Database (ORD), a public repository of structured organic reaction records. The task is: describe an organic reaction: reactants, conditions, products, and yield As a reaction SMILES: [NH2:1][C:2]1[N:7]=[C:6]([N:8]2[C@H:13]([CH3:14])[CH2:12][CH2:11][C@H:10]([C:15]([N:17]3[CH2:21][CH2:20][CH2:19][CH2:18]3)=[O:16])[CH2:9]2)[CH:5]=[CH:4][C:3]=1[N+:22]([O-])=O.[H][H]>C(O)C.[Pd]>[NH2:22][C:3]1[CH:4]=[CH:5][C:6]([N:8]2[C@H:13]([CH3:14])[CH2:12][CH2:11][C@H:10]([C:15]([N:17]3[CH2:21][CH2:20][CH2:19][CH2:18]3)=[O:16])[CH2:9]2)=[N:7][C:2]=1[NH2:1]. Yields the product NC=1C=CC(=NC1N)N1C[C@H](CC[C@H]1C)C(=O)N1CCCC1 (cis-(1-(5,6-Diaminopyridin-2-yl)-6-methylpiperidin-3-yl)(pyrrolidin-1-yl)methanone). Procedure: A solution of cis-(1-(6-amino-5-nitropyridin-2-yl)-6-methylpiperidin-3-yl)(pyrrolidin-1-yl)methanone (500 mg, 1.50 mmol) in ethanol (20 mL) was added to a suspension of 10% palladium-on-carbon (250 mg) in ethanol under a nitrogen atmosphere. The suspension was hydrogenated using a balloon filled with hydrogen gas for 2 h at room temperature. The mixture was filtered through Celite and the filtrate was used for the next step without further purification. Reactants: NC1=C(C=CC(=N1)N1C[C@H](CC[C@H]1C)C(=O)N1CCCC1)[N+](=O)[O-] (cis-(1-(6-amino-5-nitropyridin-2-yl)-6-methylpiperidin-3-yl)(pyrrolidin-1-yl)methanone), [H][H] (hydrogen). Solvent: C(C)O (ethanol), C(C)O (ethanol). Reagents/catalysts: [Pd] (palladium-on-carbon).